From a dataset of the Open Reaction Database (ORD), a public repository of structured organic reaction records. describe an organic reaction: reactants, conditions, products, and yield The reactants are O1[C@H]2[C@@H]1C[C@@H]1CC[C@H]3[C@@H]4CC[C@H](C(C)=O)[C@]4(CC([C@@H]3[C@]1(C2)C)=O)C (2α,3α-Epoxy-5α-pregnane-11,20-dione), C([O-])(O)=O.[Na+] (sodium bicarbonate), CCOCC (ether), C(#N)CCO (2-cyanoethanol). Reagents/catalysts: B(F)(F)F.CCOCC (Boron trifluoride diethyl etherate). Solvent: C(C)(=O)OCC (ethyl acetate). Product: C(#N)CCO[C@@H]1[C@H](C[C@@H]2CC[C@H]3[C@@H]4CC[C@H](C(C)=O)[C@]4(CC([C@@H]3[C@]2(C1)C)=O)C)O (2β-(2-Cyanoethoxy)-3α-hydroxy-5α-pregnane-11,20-dione). As a reaction SMILES: [O:1]1[C@H:3]2[CH2:4][C@H:5]3[C@:20]([CH3:22])([CH2:21][C@@H:2]12)[C@@H:19]1[C@H:8]([C@H:9]2[C@:16]([CH3:24])([CH2:17][C:18]1=[O:23])[C@@H:12]([C:13](=[O:15])[CH3:14])[CH2:11][CH2:10]2)[CH2:7][CH2:6]3.CCOCC.[C:30]([CH2:32][CH2:33][OH:34])#[N:31].C(=O)(O)[O-].[Na+]>B(F)(F)F.CCOCC.C(OCC)(=O)C>[C:30]([CH2:32][CH2:33][O:34][C@H:2]1[CH2:21][C@@:20]2([CH3:22])[C@@H:5]([CH2:6][CH2:7][C@@H:8]3[C@@H:19]2[C:18](=[O:23])[CH2:17][C@@:16]2([CH3:24])[C@H:9]3[CH2:10][CH2:11][C@@H:12]2[C:13](=[O:15])[CH3:14])[CH2:4][C@@H:3]1[OH:1])#[N:31] |f:3.4,5.6|. Procedure details: 2α,3α-Epoxy-5α-pregnane-11,20-dione (2 g), dry ether (50 ml) and 2-cyanoethanol (10 ml.) were sirred at room temperature until the solid had dissolved. Boron trifluoride diethyl etherate (10 drops) was added. After 2 hours at room temperature a further quantity of etherate (10 drops) was added. After 1 hour further etherate (10 drops) was added and after a further hour, the mixture was neutralised with saturated sodium bicarbonate solution, ethyl acetate (50 ml.) added and the organic layer wash... Starting materials: C(C)OC1=C(C=CC=C1)N1CCN(CCC1)CCCCOC1=CC=C2CCC(NC2=C1)=O (7-(4-(4-(2-ethoxyphenyl)-1,4-diazepan-1-yl)butoxy)-3,4-dihydroquinolin-2(1H)-one), [Na+].[I-] (NaI), CC#N (CH3CN), O1C2=C(OCC1)C(=CC=C2)N2CCNCC2 (1-(2,3-dihydrobenzo[b][1,4]dioxin-5-yl)piperazine), C(=O)([O-])[O-].[K+].[K+] (K2CO3). Reaction conditions: time 4 hour. Product: O1C2=C(OCC1)C(=CC=C2)N2CCN(CC2)CCCCOC2=CC=C1CCC(NC1=N2)=O (7-(4-(4-(2,3-dihydrobenzo[b][1,4]dioxin-5-yl)piperazin-1-yl)butoxy)-3,4-dihydro-1,8-naphthyridin-2(1H)-one). The yield is 83.0%. RXN SMILES: C(OC1C=CC=CC=1N1CCCN([CH2:17][CH2:18][CH2:19][CH2:20][O:21][C:22]2C=[C:30]3[C:25]([CH2:26][CH2:27][C:28](=[O:32])[NH:29]3)=[CH:24][CH:23]=2)CC1)C.[Na+].[I-].[O:35]1[CH2:40][CH2:39][O:38][C:37]2[C:41]([N:45]3[CH2:50][CH2:49][NH:48][CH2:47][CH2:46]3)=[CH:42][CH:43]=[CH:44][C:36]1=2.C([O-])([O-])=O.[K+].[K+].CC#[N:59]>>[O:35]1[CH2:40][CH2:39][O:38][C:37]2[C:41]([N:45]3[CH2:46][CH2:47][N:48]([CH2:17][CH2:18][CH2:19][CH2:20][O:21][C:22]4[N:59]=[C:30]5[C:25]([CH2:26][CH2:27][C:28](=[O:32])[NH:29]5)=[CH:24][CH:23]=4)[CH2:49][CH2:50]3)=[CH:42][CH:43]=[CH:44][C:36]1=2 |f:1.2,4.5.6|. Procedure: A mixture of intermediate 12 (100 mg, 0.32 mmol) and NaI (95 mg, 0.64 mmol) in CH3CN was heated to reflux for 30 min and then cooled to rt. Intermediate 61 (105 mg, 0.48 mmol) and anhydrous K2CO3 (176 mg, 1.27 mmol) were added to the mixture. The resulting mixture was heated to reflux and stirred for 4 h. Precipitated crystals were filtered off and the filtrate was evaporated under reduced pressure. The residue was extracted with EtOAc. The combined EtOAc layers were washed with brine, dried ove... The product is COc1ccc2ccccc2c1C=C[N+](=O)[O-]. Reaction SMILES: [CH3:1][O:2][c:3]1[c:4]([CH:13]=[O:14])[c:5]2[cH:6][cH:7][cH:8][cH:9][c:10]2[cH:11][cH:12]1.[CH3:22][OH:23].[ClH:21].[N+:15](=[O:16])([O-:17])[CH3:18].[Na+:20].[OH-:19]>>[CH3:1][O:2][c:3]1[c:4]([CH:13]=[CH:18][N+:15](=[O:16])[O-:17])[c:5]2[cH:6][cH:7][cH:8][cH:9][c:10]2[cH:11][cH:12]1. The reactants are COc1ccc2ccccc2c1C=O, CO, Cl, C[N+](=O)[O-], [Na+], [OH-]. Starting materials: ON=CC1=C(C=CC=C1)CC(=O)O (2-hydroxyiminomethyl-phenylacetic acid), IC (iodomethane), C([O-])([O-])=O.[K+].[K+] (potassium carbonate), C(C)[N+](CC1=CC=CC=C1)(CC)CC (triethylbenzylammonium). The solvent is C(C)#N (acetonitrile). Conditions: time 8 hour. Product: CO\N=C\C1=C(C=CC=C1)CC(=O)O ((E)-2-methoxyiminomethyl-phenylacetic acid). RXN SMILES: [OH:1][N:2]=[CH:3][C:4]1[CH:9]=[CH:8][CH:7]=[CH:6][C:5]=1[CH2:10][C:11]([OH:13])=[O:12].IC.[C:16](=O)([O-])[O-].[K+].[K+].C([N+](CC)(CC)CC1C=CC=CC=1)C>C(#N)C>[CH3:16][O:1]/[N:2]=[CH:3]/[C:4]1[CH:9]=[CH:8][CH:7]=[CH:6][C:5]=1[CH2:10][C:11]([OH:13])=[O:12] |f:2.3.4|. Procedure: 1.8 g (10 mmoles) of 2-hydroxyiminomethyl-phenylacetic acid are reacted with 1.50 ml of iodomethane, 5 g of potassium carbonate and 10 mg of triethylbenzylammonium (TEBA) chloride in 20 ml of anhydrous acetonitrile. The system is left for 6 hours at +80° C. and overnight at ambient temperature. Starting materials: CN(C)C=O, CN(C(=O)OC(C)(C)C)c1cc(Cl)ccc1[N+](=O)[O-], [H-], [Na+], O=C(c1ccccc1)c1ccc(O)cc1O. Yields the product CN(C(=O)OC(C)(C)C)c1cc(Oc2ccc(C(=O)c3ccccc3)c(O)c2)ccc1[N+](=O)[O-]. RXN SMILES: [CH3:38][N:39]([CH3:40])[CH:41]=[O:42].[Cl:17][c:18]1[cH:19][cH:20][c:21]([N+:33](=[O:34])[O-:35])[c:22]([N:24]([C:25]([O:26][C:27]([CH3:28])([CH3:29])[CH3:30])=[O:31])[CH3:32])[cH:23]1.[H-:36].[Na+:37].[OH:1][c:2]1[c:3]([C:4](=[O:5])[c:6]2[cH:7][cH:8][cH:9][cH:10][cH:11]2)[cH:12][cH:13][c:14]([OH:16])[cH:15]1>>[OH:1][c:2]1[c:3]([C:4](=[O:5])[c:6]2[cH:7][cH:8][cH:9][cH:10][cH:11]2)[cH:12][cH:13][c:14]([O:16][c:18]2[cH:19][cH:20][c:21]([N+:33](=[O:34])[O-:35])[c:22]([N:24]([C:25]([O:26][C:27]([CH3:28])([CH3:29])[CH3:30])=[O:31])[CH3:32])[cH:23]2)[cH:15]1.